This data is from the Open Reaction Database (ORD), a public repository of structured organic reaction records. The task is: describe an organic reaction: reactants, conditions, products, and yield Reactants: CC1=NC2=CC(=CC=C2C(=C1)O)C(F)(F)F (2-Methyl-7-(trifluoromethyl)quinolin-4-ol), O=P(Cl)(Cl)Cl (phosphoroxychloride). Run at time 8 hour. Product: CC1=NC2=CC(=CC=C2C(=C1)Cl)C(F)(F)F (2-Methyl-4-chloro-7-(trifluoromethyl)quinoline). As a reaction SMILES: [CH3:1][C:2]1[CH:11]=[C:10](O)[C:9]2[C:4](=[CH:5][C:6]([C:13]([F:16])([F:15])[F:14])=[CH:7][CH:8]=2)[N:3]=1.O=P(Cl)(Cl)[Cl:19]>>[CH3:1][C:2]1[CH:11]=[C:10]([Cl:19])[C:9]2[C:4](=[CH:5][C:6]([C:13]([F:16])([F:15])[F:14])=[CH:7][CH:8]=2)[N:3]=1. Reported procedure: 2-Methyl-7-(trifluoromethyl)quinolin-4-ol (1 g, 4.4 mmol) was heated in phosphoroxychloride (3 ml) for under reflux for one hour. The mixture was poured on ice and left at 4° C. overnight. The mixture was extracted with ethylacetate, the organic phase was washed with water, dried over sodium sulfate and evaporated to dryness under reduced pressure to yield 1.1 g (4.4 mmol, quantitative) which were used directly in the next step. Starting materials: CC(=O)O, [Fe], O=C(O)Cc1ccc(-c2cccc(NC(=O)C(F)(F)F)c2)cc1[N+](=O)[O-]. Yields the product O=C1Cc2ccc(-c3cccc(NC(=O)C(F)(F)F)c3)cc2N1. Reaction SMILES: [CH3:27][C:28](=[O:29])[OH:30].[Fe:31].[N+:1]([O-:3])([c:4]1[c:5]([CH2:23][C:24]([OH:2])=[O:25])[cH:6][cH:7][c:8](-[c:10]2[cH:11][c:12]([NH:16][C:17]([C:18]([F:19])([F:20])[F:21])=[O:22])[cH:13][cH:14][cH:15]2)[cH:9]1)=[O:26]>>[NH:1]1[c:4]2[c:5]([cH:6][cH:7][c:8](-[c:10]3[cH:11][c:12]([NH:16][C:17]([C:18]([F:19])([F:20])[F:21])=[O:22])[cH:13][cH:14][cH:15]3)[cH:9]2)[CH2:23][C:24]1=[O:25].